This data is from the Open Reaction Database (ORD), a public repository of structured organic reaction records. The task is: describe an organic reaction: reactants, conditions, products, and yield The reactants are COC(C1=CC(=CC=C1)CCC(C(=O)N1CCC(CC1)C)NC(=O)OC(C)(C)C)=O (3-[3-tert-butoxycarbonylamino-4-(4-methyl-piperidin-1-yl)-4-oxo-butyl]-benzoic acid methyl ester), [OH-].[Na+] (NaOH). Run in CO.O1CCOCC1 (MeOH 1,4-dioxane). Yields the product C(C)(C)(C)OC(=O)NC(CCC=1C=C(C(=O)O)C=CC1)C(=O)N1CCC(CC1)C (3-[3-tert-butoxycarbonylamino-4-(4-methyl-piperidin-1-yl)-4-oxo-butyl]-benzoic acid). The yield is 95.5%. RXN SMILES: C[O:2][C:3](=[O:30])[C:4]1[CH:9]=[CH:8][CH:7]=[C:6]([CH2:10][CH2:11][CH:12]([NH:22][C:23]([O:25][C:26]([CH3:29])([CH3:28])[CH3:27])=[O:24])[C:13]([N:15]2[CH2:20][CH2:19][CH:18]([CH3:21])[CH2:17][CH2:16]2)=[O:14])[CH:5]=1.[OH-].[Na+]>CO.O1CCOCC1>[C:26]([O:25][C:23]([NH:22][CH:12]([C:13]([N:15]1[CH2:16][CH2:17][CH:18]([CH3:21])[CH2:19][CH2:20]1)=[O:14])[CH2:11][CH2:10][C:6]1[CH:5]=[C:4]([CH:9]=[CH:8][CH:7]=1)[C:3]([OH:30])=[O:2])=[O:24])([CH3:29])([CH3:27])[CH3:28] |f:1.2,3.4|. Procedure: A solution of 90 mg (0.22 mmol) of 3-[3-tert-butoxycarbonylamino-4-(4-methyl-piperidin-1-yl)-4-oxo-butyl]-benzoic acid methyl ester (prepared in the synthesis of Example 77) in 1 mL of 1:1 MeOH/1,4-dioxane and 0.5 mL of 1 N NaOH is stirred for 3 h. The organic phase is separated and suspended in 2 mL of water. The pH is adjusted to 2 with HCl, and the resulting precipitate is filtered to provide 85 mg (98%) of 3-[3-tert-butoxycarbonylamino-4-(4-methyl-piperidin-1-yl)-4-oxo-butyl]-benzoic acid. Starting materials: CCC1N(C(=O)OCc2ccccc2)CCC1(O)CC, O. Product: CCC1NCCC1(O)CC. Reaction SMILES: [CH2:1]([CH3:2])[CH:3]1[N:4]([C:11]([O:12][CH2:13][c:14]2[cH:15][cH:16][cH:17][cH:18][cH:19]2)=[O:20])[CH2:5][CH2:6][C:7]1([OH:8])[CH2:9][CH3:10].[OH2:21]>>[CH2:1]([CH3:2])[CH:3]1[NH:4][CH2:5][CH2:6][C:7]1([OH:8])[CH2:9][CH3:10].